This data is from the Open Reaction Database (ORD), a public repository of structured organic reaction records. The task is: describe an organic reaction: reactants, conditions, products, and yield Starting materials: CC(C)(C)P(c1ccccc1-c1ccccc1)C(C)(C)C, CCOC(=O)N1c2ccc(OC)nc2C(Nc2ncc(Br)c(Cc3cc(C(F)(F)F)cc(C(F)(F)F)c3)n2)CC1CC, C1CCNC1, CC(C)(C)[O-], Cc1ccccc1, [Na+], O=C(C=Cc1ccccc1)C=Cc1ccccc1, O=C(C=Cc1ccccc1)C=Cc1ccccc1, O=C(C=Cc1ccccc1)C=Cc1ccccc1, [Pd], [Pd]. Yields the product CCOC(=O)N1c2ccc(OC)nc2C(Nc2ncc(N3CCCC3)c(Cc3cc(C(F)(F)F)cc(C(F)(F)F)c3)n2)CC1CC. As a reaction SMILES: [C:49]([P:50]([C:51]([CH3:52])([CH3:53])[CH3:54])[c:55]1[cH:56][cH:57][cH:58][cH:59][c:60]1-[c:61]1[cH:62][cH:63][cH:64][cH:65][cH:66]1)([CH3:67])([CH3:68])[CH3:69].[CH2:1]([CH3:2])[O:3][C:4](=[O:5])[N:6]1[CH:7]([CH2:41][CH3:42])[CH2:8][CH:9]([NH:18][c:19]2[n:20][cH:21][c:22]([Br:40])[c:23]([CH2:25][c:26]3[cH:27][c:28]([C:36]([F:37])([F:38])[F:39])[cH:29][c:30]([C:32]([F:33])([F:34])[F:35])[cH:31]3)[n:24]2)[c:10]2[n:11][c:12]([O:16][CH3:17])[cH:13][cH:14][c:15]21.[CH2:70]1[CH2:71][CH2:72][NH:73][CH2:74]1.[CH3:43][C:44]([CH3:45])([O-:46])[CH3:47].[CH3:75][c:76]1[cH:77][cH:78][cH:79][cH:80][cH:81]1.[Na+:48].[O:102]=[C:103]([CH:104]=[CH:105][c:106]1[cH:107][cH:108][cH:109][cH:110][cH:111]1)[CH:112]=[CH:113][c:114]1[cH:115][cH:116][cH:117][cH:118][cH:119]1.[O:120]=[C:121]([CH:122]=[CH:123][c:124]1[cH:125][cH:126][cH:127][cH:128][cH:129]1)[CH:130]=[CH:131][c:132]1[cH:133][cH:134][cH:135][cH:136][cH:137]1.[O:84]=[C:85]([CH:86]=[CH:87][c:88]1[cH:89][cH:90][cH:91][cH:92][cH:93]1)[CH:94]=[CH:95][c:96]1[cH:97][cH:98][cH:99][cH:100][cH:101]1.[Pd:82].[Pd:83]>>[CH2:1]([CH3:2])[O:3][C:4](=[O:5])[N:6]1[CH:7]([CH2:41][CH3:42])[CH2:8][CH:9]([NH:18][c:19]2[n:20][cH:21][c:22]([N:73]3[CH2:72][CH2:71][CH2:70][CH2:74]3)[c:23]([CH2:25][c:26]3[cH:27][c:28]([C:36]([F:37])([F:38])[F:39])[cH:29][c:30]([C:32]([F:33])([F:34])[F:35])[cH:31]3)[n:24]2)[c:10]2[n:11][c:12]([O:16][CH3:17])[cH:13][cH:14][c:15]21.